From a dataset of the Open Reaction Database (ORD), a public repository of structured organic reaction records. describe an organic reaction: reactants, conditions, products, and yield The reactants are CCOC1=CC(=O)CCC1, C1CCOC1, C[Si](C)(C)[N-][Si](C)(C)C, CN1CCCN(C)C1=O, COc1ccc(CNC(=O)CI)c(OC)c1, [Li+]. Yields the product CCOC1=CC(=O)C(CC(=O)NCc2ccc(OC)cc2OC)CC1. As a reaction SMILES: [CH2:11]([CH3:12])[O:13][C:14]1=[CH:15][C:16](=[O:20])[CH2:17][CH2:18][CH2:19]1.[CH2:46]1[O:47][CH2:48][CH2:49][CH2:50]1.[CH3:1][Si:2]([CH3:3])([CH3:4])[N-:5][Si:6]([CH3:7])([CH3:8])[CH3:9].[CH3:21][N:22]1[CH2:23][CH2:24][CH2:25][N:26]([CH3:27])[C:28]1=[O:29].[CH3:30][O:31][c:32]1[c:33]([CH2:34][NH:35][C:36]([CH2:37][I:38])=[O:39])[cH:40][cH:41][c:42]([O:44][CH3:45])[cH:43]1.[Li+:10]>>[CH2:11]([CH3:12])[O:13][C:14]1=[CH:15][C:16](=[O:20])[CH:17]([CH2:37][C:36]([NH:35][CH2:34][c:33]2[c:32]([O:31][CH3:30])[cH:43][c:42]([O:44][CH3:45])[cH:41][cH:40]2)=[O:39])[CH2:18][CH2:19]1. Reactants: COC1=CC(=C(C(=C1)C)S(=O)(=O)N(C)CC=1NC(=NN1)C(=O)OCC)C (ethyl 5-({[(4-methoxy-2,6-dimethylphenyl)sulfonyl](methyl)amino}methyl)-4H-1,2,4-triazole-3-carboxylate), CN1CCC(CC1)CN1CCNCC1 (1-[(1-methylpiperidin-4-yl)methyl]piperazine), C[Al](C)C (trimethylaluminium). Solvent: ClCCCl (DCE). Product: COC1=CC(=C(C(=C1)C)S(=O)(=O)N(CC1=NN=C(N1)C(=O)N1CCN(CC1)CC1CCN(CC1)C)C)C (4-Methoxy-N,2,6-trimethyl-N-{[5-({4-[(1-methylpiperidin-4-yl)methyl]piperazin-1-yl}carbonyl)-4H-1,2,4-triazol-3-yl]methyl}benzenesulfonamide). RXN SMILES: [CH3:1][O:2][C:3]1[CH:8]=[C:7]([CH3:9])[C:6]([S:10]([N:13]([CH2:15][C:16]2[NH:17][C:18]([C:21](OCC)=[O:22])=[N:19][N:20]=2)[CH3:14])(=[O:12])=[O:11])=[C:5]([CH3:26])[CH:4]=1.[CH3:27][N:28]1[CH2:33][CH2:32][CH:31]([CH2:34][N:35]2[CH2:40][CH2:39][NH:38][CH2:37][CH2:36]2)[CH2:30][CH2:29]1.C[Al](C)C>ClCCCl>[CH3:1][O:2][C:3]1[CH:4]=[C:5]([CH3:26])[C:6]([S:10]([N:13]([CH3:14])[CH2:15][C:16]2[NH:17][C:18]([C:21]([N:38]3[CH2:37][CH2:36][N:35]([CH2:34][CH:31]4[CH2:32][CH2:33][N:28]([CH3:27])[CH2:29][CH2:30]4)[CH2:40][CH2:39]3)=[O:22])=[N:19][N:20]=2)(=[O:12])=[O:11])=[C:7]([CH3:9])[CH:8]=1. Procedure details: The title compound was prepared according to general procedure AT using ethyl 5-({[(4-methoxy-2,6-dimethylphenyl)sulfonyl](methyl)amino}methyl)-4H-1,2,4-triazole-3-carboxylate (30 mg, 0.08 mmol), 1-[(1-methylpiperidin-4-yl)methyl]piperazine (31 mg, 0.16 mmol) and trimethylaluminium (2 M in toluene, 0.08 mL) in DCE (5 mL). A portion of the crude product was purified using prep method B. Reactants: CC1(C)OC(=O)Nc2ccc(-c3csc(C#N)c3)cc21, COc1ccc(P2(=S)SP(=S)(c3ccc(OC)cc3)S2)cc1, Cc1ccccc1C. The product is CC1(C)OC(=S)Nc2ccc(-c3csc(C#N)c3)cc21. RXN SMILES: [CH3:1][C:2]1([CH3:20])[c:3]2[c:4]([cH:9][cH:10][c:11](-[c:13]3[cH:14][c:15]([C:18]#[N:19])[s:16][cH:17]3)[cH:12]2)[NH:5][C:6](=[O:8])[O:7]1.[CH3:21][O:22][c:23]1[cH:24][cH:25][c:26]([P:27]2(=[S:30])[S:28][P:29]([c:31]3[cH:32][cH:33][c:34]([O:35][CH3:36])[cH:37][cH:38]3)(=[S:39])[S:40]2)[cH:41][cH:42]1.[CH3:43][c:44]1[c:45]([CH3:46])[cH:47][cH:48][cH:49][cH:50]1>>[CH3:1][C:2]1([CH3:20])[c:3]2[c:4]([cH:9][cH:10][c:11](-[c:13]3[cH:14][c:15]([C:18]#[N:19])[s:16][cH:17]3)[cH:12]2)[NH:5][C:6](=[S:30])[O:7]1. Reactants: O=C1c2ccccc2C2(CCNCC2)N1Cc1ccccc1, CC#N, CCOC(C)=O, O=C(CCl)N1CCN(C2CCC2)CC1, [K+], [K+], O=C([O-])[O-], O. Yields the product O=C(CN1CCC2(CC1)c1ccccc1C(=O)N2Cc1ccccc1)N1CCN(C2CCC2)CC1. Reaction SMILES: [CH2:1]([c:2]1[cH:3][cH:4][cH:5][cH:6][cH:7]1)[N:8]1[C:9]2([c:10]3[cH:11][cH:12][cH:13][cH:14][c:15]3[C:16]1=[O:17])[CH2:18][CH2:19][NH:20][CH2:21][CH2:22]2.[CH3:44][C:45]#[N:46].[CH3:47][CH2:48][O:49][C:50]([CH3:51])=[O:52].[Cl:23][CH2:24][C:25](=[O:26])[N:27]1[CH2:28][CH2:29][N:30]([CH:33]2[CH2:34][CH2:35][CH2:36]2)[CH2:31][CH2:32]1.[K+:37].[K+:38].[O-:39][C:40]([O-:41])=[O:42].[OH2:43]>>[CH2:1]([c:2]1[cH:3][cH:4][cH:5][cH:6][cH:7]1)[N:8]1[C:9]2([c:10]3[cH:11][cH:12][cH:13][cH:14][c:15]3[C:16]1=[O:17])[CH2:18][CH2:19][N:20]([CH2:24][C:25](=[O:26])[N:27]1[CH2:28][CH2:29][N:30]([CH:33]3[CH2:34][CH2:35][CH2:36]3)[CH2:31][CH2:32]1)[CH2:21][CH2:22]2. The reactants are COC(=O)c1ccc(CBr)cc1, CS(C)=O, N#C[Na]. The product is COC(=O)c1ccc(CC#N)cc1. Reaction SMILES: [Br:4][CH2:5][c:6]1[cH:7][cH:8][c:9]([C:10](=[O:11])[O:12][CH3:13])[cH:14][cH:15]1.[CH3:16][S:17]([CH3:18])=[O:19].[Na:1][C:2]#[N:3]>>[C:2](#[N:3])[CH2:5][c:6]1[cH:7][cH:8][c:9]([C:10](=[O:11])[O:12][CH3:13])[cH:14][cH:15]1. The reactants are O1C=NC=C1C1=CC=C(C=C1)C1(OCCO1)C (2-[4-(5-oxazolyl)phenyl]-2-methyl-1,3-dioxolane), C1(=CC=C(C=C1)S(=O)(=O)[O-])C.[NH+]1=CC=CC=C1 (pyridinium p-toluenesulfonate). Solvent: CC(=O)C (acetone), O (water). Product: O1C=NC=C1C1=CC=C(C=C1)C(C)=O (1-[4-(5-Oxazolyl)phenyl]ethanone). RXN SMILES: [O:1]1[C:5]([C:6]2[CH:11]=[CH:10][C:9]([C:12]3([CH3:17])OCC[O:13]3)=[CH:8][CH:7]=2)=[CH:4][N:3]=[CH:2]1.C1(C)C=CC(S([O-])(=O)=O)=CC=1.[NH+]1C=CC=CC=1>CC(C)=O.O>[O:1]1[C:5]([C:6]2[CH:7]=[CH:8][C:9]([C:12](=[O:13])[CH3:17])=[CH:10][CH:11]=2)=[CH:4][N:3]=[CH:2]1 |f:1.2|. Procedure details: To a stirred solution of 2-[4-(5-oxazolyl)phenyl]-2-methyl-1,3-dioxolane (711 mg, 3.08 mmol) in acetone (18 ml) and water (2.8 ml) was added pyridinium p-toluenesulfonate (116 mg, 0.46 mmol), and the mixture was heated at reflux temperature for 8 hours. The mixture was cooled down to room temperature, and concentrated in vacuo. The residue was dissolved in diethylether and washed with saturated NaHCO3 aqueous solution, brine, dried over MgSO4, and concentrated in vacuo. The compound was used for... Starting materials: Cl (hydrochloric acid), C(C)OC(C1=C(C=C(C=C1)N1C=C(C(=C1)C1=C(C=CC=C1)OCCOC)C#N)O)=O (4-{3-cyano-4-[2-(2-methoxyethoxy)phenyl]pyrrole-1-yl}-2-hydroxy benzoic acid ethyl ester), C(C)O (ethanol), [OH-].[Li+] (lithium hydroxide). Solvent: O (water), O1CCCC1 (tetrahydrofuran). Reaction conditions: time 48 hour. The product is C(#N)C1=CN(C=C1C1=C(C=CC=C1)OCCOC)C1=CC(=C(C(=O)O)C=C1)O (4-{3-Cyano-4-[2-(2-methoxyethoxy)phenyl]pyrrole-1-yl}-2-hydroxy benzoic acid). Yield: 76.1%. Reaction SMILES: C([O:3][C:4](=[O:30])[C:5]1[CH:10]=[CH:9][C:8]([N:11]2[CH:15]=[C:14]([C:16]3[CH:21]=[CH:20][CH:19]=[CH:18][C:17]=3[O:22][CH2:23][CH2:24][O:25][CH3:26])[C:13]([C:27]#[N:28])=[CH:12]2)=[CH:7][C:6]=1[OH:29])C.C(O)C.[OH-].[Li+].Cl>O.O1CCCC1>[C:27]([C:13]1[C:14]([C:16]2[CH:21]=[CH:20][CH:19]=[CH:18][C:17]=2[O:22][CH2:23][CH2:24][O:25][CH3:26])=[CH:15][N:11]([C:8]2[CH:9]=[CH:10][C:5]([C:4]([OH:30])=[O:3])=[C:6]([OH:29])[CH:7]=2)[CH:12]=1)#[N:28] |f:2.3|. Procedure: To a solution of 4-{3-cyano-4-[2-(2-methoxyethoxy)phenyl]pyrrole-1-yl}-2-hydroxy benzoic acid ethyl ester (0.072 g) in a mixed solvent of ethanol (9 mL) and tetrahydrofuran (3 mL) was added 1 mol/mL aqueous lithium hydroxide solution (2.7 mL), and this mixture was stirred at room temperature for 48 hours. This reaction mixture was poured into 1 mol/L hydrochloric acid (2.7 mL), and to this mixture was added water (30 mL). The precipitated solid was collected by filtration. This obtained solid wa... Starting materials: O=c1[nH]c2cc(N3CCCC3)c(F)cc2c(=O)n1OCc1ccccc1, C1CCOC1, CO, [H][H]. The product is O=c1[nH]c2cc(N3CCCC3)c(F)cc2c(=O)n1O. Reaction SMILES: [CH2:1]([c:2]1[cH:3][cH:4][cH:5][cH:6][cH:7]1)[O:8][n:9]1[c:10](=[O:26])[nH:11][c:12]2[cH:13][c:14]([N:21]3[CH2:22][CH2:23][CH2:24][CH2:25]3)[c:15]([F:20])[cH:16][c:17]2[c:18]1=[O:19].[CH2:29]1[O:30][CH2:31][CH2:32][CH2:33]1.[CH3:34][OH:35].[H:27][H:28]>>[OH:8][n:9]1[c:10](=[O:26])[nH:11][c:12]2[cH:13][c:14]([N:21]3[CH2:22][CH2:23][CH2:24][CH2:25]3)[c:15]([F:20])[cH:16][c:17]2[c:18]1=[O:19].